describe an organic reaction: reactants, conditions, products, and yield From a dataset of the Open Reaction Database (ORD), a public repository of structured organic reaction records. Run in O1CCCC1 (tetrahydrofuran). As a reaction SMILES: [S:1]1[CH:6]=[CH:5][CH:4]=[CH:3][N:2]1[N:7]1[C:11]2[CH:12]=[C:13]([C:16](=[CH2:23])[C:17]3[CH:22]=[CH:21][CH:20]=[CH:19][CH:18]=3)[CH:14]=[CH:15][C:10]=2[N:9]=[C:8]1[NH2:24].[Cl:25]N1C(=O)CCC1=O>O1CCCC1>[S:1]1[CH:6]=[CH:5][CH:4]=[CH:3][N:2]1[N:7]1[C:11]2[CH:12]=[C:13]([C:16](=[CH:23][Cl:25])[C:17]3[CH:22]=[CH:21][CH:20]=[CH:19][CH:18]=3)[CH:14]=[CH:15][C:10]=2[N:9]=[C:8]1[NH2:24]. The reactants are S1N(C=CC=C1)N1C(=NC2=C1C=C(C=C2)C(C2=CC=CC=C2)=C)N (1-(thiazin-2-yl)-2-amino-6-(α-methylenebenzyl)benzimidazole), ClN1C(CCC1=O)=O (N-chlorosuccinimide). Reported procedure: A solution of 500 mg. of 1-(thiazin-2-yl)-2-amino-6-(α-methylenebenzyl)benzimidazole in 50 ml. of tetrahydrofuran containing 250 mg. of N-chlorosuccinimide was stirred at room temperature for sixteen hours. The reaction mixture was filtered, and the filtrate was diluted with water and then concentrated to a volume of about 25 ml. The precipitate which formed was collected by filtration, dried, and identified as 140 mg. of 1-(thiazin-2-yl)-2-amino-6-(α-chloromethylenebenzyl)benzimidazole. Yields the product S1N(C=CC=C1)N1C(=NC2=C1C=C(C=C2)C(C2=CC=CC=C2)=CCl)N (1-(Thiazin-2-yl)-2-amino-6-(α-chloromethylenebenzyl)benzimidazole). Product: COc1ccc(F)c(-c2ccc(CCl)cc2N2CCCCC2)c1. The reactants are ClCCl, COc1ccc(F)c(-c2ccc(CO)cc2N2CCCCC2)c1, CN(C)C=O, O=S(Cl)Cl. Reaction SMILES: [Cl:33][CH2:34][Cl:35].[F:1][c:2]1[c:3](-[c:10]2[c:11]([N:18]3[CH2:19][CH2:20][CH2:21][CH2:22][CH2:23]3)[cH:12][c:13]([CH2:16][OH:17])[cH:14][cH:15]2)[cH:4][c:5]([O:8][CH3:9])[cH:6][cH:7]1.[O:28]=[CH:29][N:30]([CH3:31])[CH3:32].[S:24]([Cl:25])([Cl:26])=[O:27]>>[F:1][c:2]1[c:3](-[c:10]2[c:11]([N:18]3[CH2:19][CH2:20][CH2:21][CH2:22][CH2:23]3)[cH:12][c:13]([CH2:16][Cl:26])[cH:14][cH:15]2)[cH:4][c:5]([O:8][CH3:9])[cH:6][cH:7]1. Starting materials: CCN=C=NCCCN(C)C, Cc1cc(Oc2ccc(S(C)(=O)=O)nc2)cc2cc(C(=O)O)[nH]c12, CN(C)C=O, Cl. Yields the product Cc1cc(Oc2ccc(S(C)(=O)=O)nc2)cc2cc(C(N)=O)[nH]c12. RXN SMILES: [CH2:26]([N:28]=[C:27]=[N:29][CH2:30][CH2:31][CH2:32][N:33]([CH3:34])[CH3:35])[CH3:36].[CH3:1][c:2]1[cH:3][c:4]([O:14][c:15]2[cH:16][n:17][c:18]([S:21](=[O:22])(=[O:23])[CH3:24])[cH:19][cH:20]2)[cH:5][c:6]2[cH:7][c:8]([C:11](=[O:12])[OH:13])[nH:9][c:10]12.[CH3:37][N:38]([CH3:39])[CH:40]=[O:41].[ClH:25]>>[CH3:1][c:2]1[cH:3][c:4]([O:14][c:15]2[cH:16][n:17][c:18]([S:21](=[O:22])(=[O:23])[CH3:24])[cH:19][cH:20]2)[cH:5][c:6]2[cH:7][c:8]([C:11](=[O:13])[NH2:28])[nH:9][c:10]12.